describe an organic reaction: reactants, conditions, products, and yield From a dataset of the Open Reaction Database (ORD), a public repository of structured organic reaction records. The product is C(F)(F)(C(F)(F)C(F)(F)F)C1=CC=C(C=C1)O (p-C3F7C6H4OH). Procedure: A solution of p-C3F7C6H4OC(O)CH3 (33.2 g; 0.14 mole) in CH3OH (200 ml) containing concentrated HCl (20 ml) was heated to reflux for 24 hours. After cooling and aspiration of the solvent, a brown liquid resulted (28.4 g; 99% crude yield). A gas chromatographic analysis indicated primarily one major component. Distillation provided the product p-C3F7C6H4OH (26.2 g; 92% yield). RXN SMILES: [C:1]([C:11]1[CH:16]=[CH:15][C:14]([O:17]C(C)=O)=[CH:13][CH:12]=1)([C:4]([C:7]([F:10])([F:9])[F:8])([F:6])[F:5])([F:3])[F:2].Cl>CO>[C:1]([C:11]1[CH:12]=[CH:13][C:14]([OH:17])=[CH:15][CH:16]=1)([C:4]([C:7]([F:8])([F:9])[F:10])([F:6])[F:5])([F:3])[F:2]. Starting materials: C(F)(F)(C(F)(F)C(F)(F)F)C1=CC=C(C=C1)OC(=O)C (p-C3F7C6H4OC(O)CH3), Cl (HCl). The solvent is CO (CH3OH). Yield: 71.4%. Starting materials: CCN(C(C)C)C(C)C, CC1(c2nc(CCl)cs2)OCCO1, O=[N+]([O-])c1cn[nH]n1, N#N, CN(C)C=O, O. Yields the product CC1(c2nc(Cn3ncc([N+](=O)[O-])n3)cs2)OCCO1. RXN SMILES: [CH:24]([N:25]([CH2:26][CH3:27])[CH:28]([CH3:29])[CH3:30])([CH3:31])[CH3:32].[Cl:3][CH2:4][c:5]1[n:6][c:7]([C:10]2([CH3:15])[O:11][CH2:12][CH2:13][O:14]2)[s:8][cH:9]1.[N+:16](=[O:17])([O-:18])[c:19]1[n:20][nH:21][n:22][cH:23]1.[N:1]#[N:2].[O:33]=[CH:34][N:35]([CH3:36])[CH3:37].[OH2:38]>>[CH2:4]([c:5]1[n:6][c:7]([C:10]2([CH3:15])[O:11][CH2:12][CH2:13][O:14]2)[s:8][cH:9]1)[n:21]1[n:20][c:19]([N+:16](=[O:17])[O-:18])[cH:23][n:22]1. Starting materials: COC1=CC=C(C=C1)C(C)(C)NC(=O)[C@@H]1[C@]2(C)[C@@H](CC1)[C@@H]1CC=C3C=C(CC[C@]3(C)[C@H]1CC2)C#N (N-[1-(4-methoxyphenyl)-1-methylethyl]-3-cyanoandrosta-3,5-diene-17β-carboxamide), [OH-].[K+] (potassium hydroxide), C(CO)O (ethylene glycol), Cl (hydrochloric acid). Solvent: O (water). The product is COC1=CC=C(C=C1)C(C)(C)NC(=O)[C@@H]1[C@]2(C)[C@@H](CC1)[C@@H]1CC=C3C=C(CC[C@]3(C)[C@H]1CC2)C(=O)O (17β-{N-[1-(4-Methoxyphenyl)-1-methylethyl]carbamoyl}androsta-3,5-diene-3-carboxylic acid). As a reaction SMILES: [CH3:1][O:2][C:3]1[CH:8]=[CH:7][C:6]([C:9]([NH:12][C:13]([C@H:15]2[CH2:20][CH2:19][C@H:18]3[C@H:21]4[C@H:31]([CH2:32][CH2:33][C@:16]23[CH3:17])[C@:29]2([CH3:30])[C:24]([CH:25]=C(C#N)[CH2:27][CH2:28]2)=[CH:23][CH2:22]4)=[O:14])([CH3:11])[CH3:10])=[CH:5][CH:4]=1.[OH-:36].[K+].Cl.[CH2:39]([OH:42])[CH2:40]O>O>[CH3:1][O:2][C:3]1[CH:8]=[CH:7][C:6]([C:9]([NH:12][C:13]([C@H:15]2[CH2:20][CH2:19][C@H:18]3[C@H:21]4[C@H:31]([CH2:32][CH2:33][C@:16]23[CH3:17])[C@:29]2([CH3:30])[C:24]([CH:25]=[C:40]([C:39]([OH:42])=[O:36])[CH2:27][CH2:28]2)=[CH:23][CH2:22]4)=[O:14])([CH3:11])[CH3:10])=[CH:5][CH:4]=1 |f:1.2|. Procedure details: 280 mg of N-[1-(4-methoxyphenyl)-1-methylethyl]-3-cyanoandrosta-3,5-diene-17β-carboxamide [prepared as described in step (c) above] were suspended in 15 ml of ethylene glycol, and a solution of 2.2 g of potassium hydroxide in 5 ml of water was added to the resulting suspension. The mixture was then heated under reflux for 24 hours in a nitrogen stream. At the end of this time, the reaction mixture was cooled to room temperature and made acidic by the addition of 10% w/v aqueous hydrochloric acid... Starting materials: C([O-])([O-])=O.[Na+].[Na+] (sodium carbonate), CN(CCCl)CCCl.Cl (mechlorethamine hydrochloride), NC=1C=C(C=CC1)C=1C=2C(=CNC1C)C(N(N2)C2=CC=C(C=C2)Cl)=O (7-(3-aminophenyl)-2-(4-chlorophenyl)-2,5-dihydro-6-methylpyrazolo[4,3-c]pyridin-3-one), CN(CCCl)CCCl.Cl (mechlorethamine hydrochloride). Run in C(CCC)O (1-butanol). The product is C(Cl)Cl.CO.N (CH2Cl2 MeOH NH3), ClC1=CC=C(C=C1)N1N=C2C(=CNC(=C2C2=CC(=CC=C2)N2CCN(CC2)C)C)C1=O (2-(4-Chlorophenyl)-2 5-dihydro-6-methyl -7-[3-(4-methylpiperazin-1-yl)phenyl]pyrazolo[4,3-c]pyridin-3-one). The yield is 23.9%. RXN SMILES: [NH2:1][C:2]1[CH:3]=[C:4]([C:8]2[C:9]3[C:10]([C:15](=[O:25])[N:16]([C:18]4[CH:23]=[CH:22][C:21]([Cl:24])=[CH:20][CH:19]=4)[N:17]=3)=[CH:11][NH:12][C:13]=2[CH3:14])[CH:5]=[CH:6][CH:7]=1.[CH3:26][N:27]([CH2:31][CH2:32]Cl)[CH2:28][CH2:29][Cl:30].Cl.C(=O)([O-])[O-].[Na+].[Na+]>C(O)CCC>[CH2:21]([Cl:24])[Cl:30].[CH3:15][OH:25].[NH3:1].[Cl:24][C:21]1[CH:22]=[CH:23][C:18]([N:16]2[C:15](=[O:25])[C:10]3=[CH:11][NH:12][C:13]([CH3:14])=[C:8]([C:4]4[CH:5]=[CH:6][CH:7]=[C:2]([N:1]5[CH2:32][CH2:31][N:27]([CH3:26])[CH2:28][CH2:29]5)[CH:3]=4)[C:9]3=[N:17]2)=[CH:19][CH:20]=1 |f:1.2,3.4.5,7.8.9|. Reported procedure: A stirred mixture of 7-(3-aminophenyl)-2-(4-chlorophenyl)-2,5-dihydro-6-methylpyrazolo[4,3-c]pyridin-3-one (0.1997 g, 0.570 mmol), and mechlorethamine hydrochloride (0.1293 g, 0.672 mmol) in anhydrous 1-butanol (4 ml) was heated at reflux under nitrogen for 50 h, adding sodium carbonate (24.7 mg, 0.233 mmol) after 22 h and more mechlorethamine hydrochloride (0.4807 g, 2.50 mmol) after 26 h. The solvent was removed in vacuo and the residue was purified by flash chromatography [silica gel, 5-30% M... The reactants are COC1=CC=C(COCC2=NOC(=C2C2=C(C=O)C=CC=C2)C)C=C1 (2-(3-((4-methoxybenzyloxy)methyl)-5-methylisoxazol-4-yl)benzaldehyde), ClC1=CC=C(C=C1)[Mg]Br ((4-chlorophenyl)magnesium bromide). The solvent is C1CCOC1 (THF). Reaction conditions: temperature -78 celsius, time 30 minute. Yields the product ClC1=CC=C(C=C1)C(O)C1=C(C=CC=C1)C=1C(=NOC1C)COCC1=CC=C(C=C1)OC ((4-chlorophenyl)(2-(3-((4-methoxybenzyloxy)methyl)-5-methylisoxazol-4-yl)phenyl)methanol). RXN SMILES: [CH3:1][O:2][C:3]1[CH:25]=[CH:24][C:6]([CH2:7][O:8][CH2:9][C:10]2[C:14]([C:15]3[CH:22]=[CH:21][CH:20]=[CH:19][C:16]=3[CH:17]=[O:18])=[C:13]([CH3:23])[O:12][N:11]=2)=[CH:5][CH:4]=1.[Cl:26][C:27]1[CH:32]=[CH:31][C:30]([Mg]Br)=[CH:29][CH:28]=1>C1COCC1>[Cl:26][C:27]1[CH:32]=[CH:31][C:30]([CH:17]([C:16]2[CH:19]=[CH:20][CH:21]=[CH:22][C:15]=2[C:14]2[C:10]([CH2:9][O:8][CH2:7][C:6]3[CH:5]=[CH:4][C:3]([O:2][CH3:1])=[CH:25][CH:24]=3)=[N:11][O:12][C:13]=2[CH3:23])[OH:18])=[CH:29][CH:28]=1. Reported procedure: To a round bottomed flask was added 2-(3-((4-methoxybenzyloxy)methyl)-5-methylisoxazol-4-yl)benzaldehyde (94 mg, 0.279 mmol) and THF. The solution was cooled to −78° C. before addition of (4-chlorophenyl)magnesium bromide solution (418 μl, 1M in THF, 0.418 mmol) and the reaction stirred at −78° C. for 30 min. The solution was quenched via the addition of water and warmed to room temperature. The aqueous was extracted with EtOAc (3×) and the combined organics were washed with brine, dried over Na... RXN SMILES: Br[C:2]1[CH:7]=[CH:6][C:5]([C:8]2([C:11]([OH:13])=[O:12])[CH2:10][CH2:9]2)=[CH:4][C:3]=1[F:14].[C:15]1(B(O)O)[CH:20]=[CH:19][CH:18]=[CH:17][CH:16]=1.C([O-])([O-])=O.[K+].[K+].Cl>[Br-].C([N+](CCCC)(CCCC)CCCC)CCC.C([O-])(=O)C.[Pd+2].C([O-])(=O)C>[F:14][C:3]1[CH:4]=[C:5]([C:8]2([C:11]([OH:13])=[O:12])[CH2:10][CH2:9]2)[CH:6]=[CH:7][C:2]=1[C:15]1[CH:20]=[CH:19][CH:18]=[CH:17][CH:16]=1 |f:2.3.4,6.7,8.9.10|. Reported procedure: 800 mg (3.1 mmoles) of 4-bromo-3-fluorophenylcyclopropanecarboxylic acid and 650 mg (3.4 mmoles) of phenylboronic acid are suspended in 8 ml of a 2M K2CO3 aqueous solution. The mixture is added with tetrabutylammonium bromide (960 mg, 3 mmoles) and palladium(II) acetate (40 mg, 0.18 mmoles) and heated at 130° C. in a closed reactor for 30 minutes. After cooling at room temperature, the mixture is added with 2M HCl (25 ml) and extracted with ethyl acetate. The organic phase is washed with 1N HCl,... Conditions: temperature 130 celsius. The product is FC1=C(C=CC(=C1)C1(CC1)C(=O)O)C1=CC=CC=C1 (1-(2-fluorobiphenyl-4-yl)cyclopropanecarboxylic Acid). Reagents/catalysts: [Br-].C(CCC)[N+](CCCC)(CCCC)CCCC (tetrabutylammonium bromide), C(C)(=O)[O-].[Pd+2].C(C)(=O)[O-] (palladium(II) acetate). The reactants are BrC1=C(C=C(C=C1)C1(CC1)C(=O)O)F (4-bromo-3-fluorophenylcyclopropanecarboxylic acid), Cl (HCl), C1(=CC=CC=C1)B(O)O (phenylboronic acid), C(=O)([O-])[O-].[K+].[K+] (K2CO3). Yield: 214.0%.